This data is from the Open Reaction Database (ORD), a public repository of structured organic reaction records. The task is: describe an organic reaction: reactants, conditions, products, and yield Starting materials: C=1C=CC2=C(C1)C(=O)C3=C(C=CC(=C3C2=O)O)O (quinizarin), NC[C@@H]1CC[C@H](CC1)CO (trans-4-aminomethylcyclohexane methanol), [OH-].[Na+] (sodium hydroxide). Run at time 2 hour. Yields the product OCC1CCC(CC1)CNC1=CC=C(C=2C(C3=CC=CC=C3C(C12)=O)=O)NCC1CCC(CC1)CO (1,4-Bis[[[4-(hydroxymethyl)cyclohexyl]-methyl]amino]anthraquinone). As a reaction SMILES: [CH:1]1[CH:2]=[CH:3][C:4]2[C:15](=[O:16])[C:14]3[C:9](=[C:10](O)[CH:11]=[CH:12][C:13]=3O)[C:7](=[O:8])[C:5]=2[CH:6]=1.[NH2:19][CH2:20][C@H:21]1[CH2:26][CH2:25][C@H:24]([CH2:27][OH:28])[CH2:23][CH2:22]1.[OH-:29].[Na+]>>[OH:29][CH2:27][CH:24]1[CH2:25][CH2:26][CH:21]([CH2:20][NH:19][C:13]2[C:14]3[C:15](=[O:16])[C:4]4[C:5](=[CH:6][CH:1]=[CH:2][CH:3]=4)[C:7](=[O:8])[C:9]=3[C:10]([NH:19][CH2:20][CH:21]3[CH2:26][CH2:25][CH:24]([CH2:27][OH:28])[CH2:23][CH2:22]3)=[CH:11][CH:12]=2)[CH2:22][CH2:23]1 |f:2.3|. Procedure: A mixture of quinizarin (37.5 g) and lecuoquinizarin (12.5 g) was added portionwise over about one hour to trans-4-aminomethylcyclohexane methanol (200 g) at 125°-130° C. The temperature was held at 125°-130° C. for an additional two hours and then the reaction mixture was added with stirring to a 2% aqueous sodium hydroxide solution (800 ml). Air and steam were blown through the mixture for about one hour and then the dye was collected by filtration and washed with water. The moist cake was slu... The reactants are CCO, Cl, NN, O, O=C1c2ccccc2C(=O)N1CCCCn1ccnc1, O=C1c2ccccc2C(=O)N1CCCCCCCCn1ccnc1, NCCCCCCCCn1ccnc1. Product: NCCCCn1ccnc1. As a reaction SMILES: [CH3:63][CH2:64][OH:65].[ClH:24].[NH2:22][NH2:23].[OH2:21].[n:1]1([CH2:6][CH2:7][CH2:8][CH2:9][N:10]2[C:11](=[O:12])[c:13]3[c:14]([cH:15][cH:16][cH:17][cH:18]3)[C:19]2=[O:20])[cH:2][n:3][cH:4][cH:5]1.[n:25]1([CH2:26][CH2:27][CH2:28][CH2:29][CH2:30][CH2:31][CH2:32][CH2:33][N:34]2[C:35](=[O:36])[c:37]3[c:38]([cH:39][cH:40][cH:41][cH:42]3)[C:43]2=[O:44])[cH:45][cH:46][n:47][cH:48]1.[n:49]1([CH2:50][CH2:51][CH2:52][CH2:53][CH2:54][CH2:55][CH2:56][CH2:57][NH2:58])[cH:59][cH:60][n:61][cH:62]1>>[n:1]1([CH2:6][CH2:7][CH2:8][CH2:9][NH2:10])[cH:2][n:3][cH:4][cH:5]1. Reactants: N#Cc1ccc(CBr)cc1, CC(C)(C)OC(=O)C(Cc1ccc(O)cc1)NC(=O)OCC1c2ccccc2-c2ccccc21, CCOC(C)=O, [H-], [Na+], CN(C)C=O, O. The product is CC(C)(C)OC(=O)C(Cc1ccc(OCc2ccc(C#N)cc2)cc1)NC(=O)OCC1c2ccccc2-c2ccccc21. As a reaction SMILES: [Br:37][CH2:38][c:39]1[cH:40][cH:41][c:42]([C:45]#[N:46])[cH:43][cH:44]1.[C:1]([CH3:2])([CH3:3])([CH3:4])[O:5][C:6]([CH:7]([CH2:8][c:9]1[cH:10][cH:11][c:12]([OH:15])[cH:13][cH:14]1)[NH:16][C:17](=[O:18])[O:19][CH2:20][CH:21]1[c:22]2[cH:23][cH:24][cH:25][cH:26][c:27]2-[c:28]2[cH:29][cH:30][cH:31][cH:32][c:33]21)=[O:34].[CH3:47][CH2:48][O:49][C:50](=[O:51])[CH3:52].[H-:36].[Na+:35].[O:53]=[CH:54][N:55]([CH3:56])[CH3:57].[OH2:58]>>[C:1]([CH3:2])([CH3:3])([CH3:4])[O:5][C:6]([CH:7]([CH2:8][c:9]1[cH:10][cH:11][c:12]([O:15][CH2:38][c:39]2[cH:40][cH:41][c:42]([C:45]#[N:46])[cH:43][cH:44]2)[cH:13][cH:14]1)[NH:16][C:17](=[O:18])[O:19][CH2:20][CH:21]1[c:22]2[cH:23][cH:24][cH:25][cH:26][c:27]2-[c:28]2[cH:29][cH:30][cH:31][cH:32][c:33]21)=[O:34]. Starting materials: C(C)(=O)OC(C)=O (Acetic anhydride), FC(C=1C=CC(=NC1)CC(=O)C1=CC=C(C=C1)Cl)(F)F (2-(5-trifluoromethyl-2-pyridinyl)-1-(4-chlorophenyl)ethanone), CN(C)CN(C)C (bisdimethylaminomethane). The product is FC(C=1C=CC(=NC1)C(C(=O)C1=CC=C(C=C1)Cl)=C)(F)F (2-(5-Trifluoromethyl-2-Pyridinyl)-1-(4-Chlorophenyl)-2-Propen-1-One). Reaction SMILES: [C:1](OC(=O)C)(=O)C.[F:8][C:9]([F:27])([F:26])[C:10]1[CH:11]=[CH:12][C:13]([CH2:16][C:17]([C:19]2[CH:24]=[CH:23][C:22]([Cl:25])=[CH:21][CH:20]=2)=[O:18])=[N:14][CH:15]=1.CN(CN(C)C)C>>[F:27][C:9]([F:8])([F:26])[C:10]1[CH:11]=[CH:12][C:13]([C:16](=[CH2:1])[C:17]([C:19]2[CH:24]=[CH:23][C:22]([Cl:25])=[CH:21][CH:20]=2)=[O:18])=[N:14][CH:15]=1. Procedure details: Acetic anhydride (19 mL, 21 g, 200 mmol) was added slowly to a stirring slurry of 2-(5-trifluoromethyl-2-pyridinyl)-1-(4-chlorophenyl)ethanone (12.1 g, 40.0 mmol) in bisdimethylaminomethane (22 mL, 16 g, 160 mmol) at 0° C. causing immediate solution. TLC showed complete conversion after 5 min and the mixture was partitioned between ether and water by adding these solvents and separating the layers. The organic layer was extracted with brine, dried over sodium sulfate, filtered, and evaporated un... Starting materials: CN(C(=O)C1=CC2=NC=CC(=C2S1)OC1=C(C=C(C=C1)NC(=S)NC(CC1=CC=CC=C1)=O)F)C (1-(4-(2-(Dimethylcarbamoyl)thieno[3,2-b]pyridin-7-yloxy)-3-fluorophenyl)-3-(2-phenylacetyl)thiourea), NCCN(C(OC(C)(C)C)=O)C (tert-butyl 2-aminoethyl(methyl)carbamate). The product is FC1=C(OC2=C3C(=NC=C2)C=C(S3)C(=O)NCCN(C(OC(C)(C)C)=O)C)C=CC(=C1)NC(=S)NC(CC1=CC=CC=C1)=O (tert-Butyl 2-(7-(2-fluoro-4-(3-(2-phenylacetyl)thioureido)phenoxy)thieno[3,2-b]pyridine-2-carboxamido)ethyl(methyl)carbamate). As a reaction SMILES: [CH3:1][N:2](C)[C:3]([C:5]1[S:13][C:12]2[C:7](=[N:8][CH:9]=[CH:10][C:11]=2[O:14][C:15]2[CH:20]=[CH:19][C:18]([NH:21][C:22]([NH:24][C:25](=[O:33])[CH2:26][C:27]3[CH:32]=[CH:31][CH:30]=[CH:29][CH:28]=3)=[S:23])=[CH:17][C:16]=2[F:34])[CH:6]=1)=[O:4].NC[CH2:38][N:39]([CH3:47])[C:40](=[O:46])[O:41][C:42]([CH3:45])([CH3:44])[CH3:43]>>[F:34][C:16]1[CH:17]=[C:18]([NH:21][C:22]([NH:24][C:25](=[O:33])[CH2:26][C:27]2[CH:28]=[CH:29][CH:30]=[CH:31][CH:32]=2)=[S:23])[CH:19]=[CH:20][C:15]=1[O:14][C:11]1[CH:10]=[CH:9][N:8]=[C:7]2[CH:6]=[C:5]([C:3]([NH:2][CH2:1][CH2:38][N:39]([CH3:47])[C:40](=[O:46])[O:41][C:42]([CH3:45])([CH3:44])[CH3:43])=[O:4])[S:13][C:12]=12. Reported procedure: Following the procedures described above for the synthesis of compound 8a (Example 1, scheme 1) but replacing dimethyl amine with tert-butyl 2-aminoethyl(methyl)carbamate, title compound 138 was obtained (13%). LRMS (M+1) 638.2 (100%). The reactants are C1OCC12COCCOCCNCCOCCOC2 (2,6,9,15,18-pentaoxa-12-azaspiro[3,15]nonadecane), C1CO1 (ethylene oxide). Run in CO (methanol). Yields the product OCCN1CCOCCOCC2(COC2)COCCOCC1 (N-hydroxyethyl-2,6,9,15,18-pentaoxa-12-azaspiro[3.15]nonadecane). The yield is 86.4%. RXN SMILES: [CH2:1]1[C:4]2([CH2:19][O:18][CH2:17][CH2:16][O:15][CH2:14][CH2:13][NH:12][CH2:11][CH2:10][O:9][CH2:8][CH2:7][O:6][CH2:5]2)[CH2:3][O:2]1.[CH2:20]1[O:22][CH2:21]1>CO>[OH:22][CH2:21][CH2:20][N:12]1[CH2:11][CH2:10][O:9][CH2:8][CH2:7][O:6][CH2:5][C:4]2([CH2:3][O:2][CH2:1]2)[CH2:19][O:18][CH2:17][CH2:16][O:15][CH2:14][CH2:13]1. Reported procedure: A mixture of 27.5 g (0.10 mol) of 2,6,9,15,18-pentaoxa-12-azaspiro[3,15]nonadecane, 10 g (0.21 mol) of ethylene oxide and 200 ml of methanol was heated in a bomb tube at 100° for 6 hours under autogenous pressure. Solvent was evaporated, and the product was volatilized in a very short path still at 190° (~20 μ), giving 27.6 g (87%) of N-hydroxyethyl-2,6,9,15,18-pentaoxa-12-azaspiro[3.15]nonadecane as a nearly colorless oil. Ir: 2.90 (OH), 8.7-9.5 (COC, COH), 10.23 and 10.80 μ oxetane). Nmr ((CD3... Starting materials: COC(C(C1=C(C=CC=C1)OCCOC1=C(C=CC=C1)C(C(=O)OC)=O)=O)=O (1,2-ethanediylbis(oxy)bis(alpha-oxobenzeneacetic acid) dimethyl ester), hydrate. Solvent: CO (methanol), [OH-].[Na+] (sodium hydroxide). Product: C(COC1=C(C=CC=C1)C(C(=O)O)=O)OC1=C(C=CC=C1)C(C(=O)O)=O (1,2-ethanediylbis(oxy) bis(alpha-oxobenzene-acetic acid)), hydrate. Reaction SMILES: C[O:2][C:3](=[O:28])[C:4](=[O:27])[C:5]1[CH:10]=[CH:9][CH:8]=[CH:7][C:6]=1[O:11][CH2:12][CH2:13][O:14][C:15]1[CH:20]=[CH:19][CH:18]=[CH:17][C:16]=1[C:21](=[O:26])[C:22]([O:24]C)=[O:23]>CO.[OH-].[Na+]>[CH2:12]([O:11][C:6]1[CH:7]=[CH:8][CH:9]=[CH:10][C:5]=1[C:4](=[O:27])[C:3]([OH:28])=[O:2])[CH2:13][O:14][C:15]1[CH:20]=[CH:19][CH:18]=[CH:17][C:16]=1[C:21](=[O:26])[C:22]([OH:24])=[O:23] |f:2.3|. Procedure details: A mixture of 4,4'-[1,2-ethanediylbis(oxy)bis(alpha-oxobenzeneacetic acid) dimethyl ester (4:1) molar hydrate (0.385 g) in methanol and 0.5N sodium hydroxide (8 mL) was treated as in Example 19. Extraction with tetrahydrofuran provided solids where were crystallized from acetonitrile to give 0.315 g of colorless 4,4'-[1,2-ethanediylbis(oxy) bis(alpha-oxobenzene-acetic acid) acid as an 0.25 molar hydrate, mp 212°-213° C.